The task is: describe an organic reaction: reactants, conditions, products, and yield. This data is from the Open Reaction Database (ORD), a public repository of structured organic reaction records. As a reaction SMILES: [Br-:23].[CH2:12]([Li:13])[CH2:14][CH2:15][CH3:16].[CH3:17][CH2:18][CH2:19][CH2:20][CH2:21][CH3:22].[CH3:24][P+:25]([c:26]1[cH:27][cH:28][cH:29][cH:30][cH:31]1)([c:32]1[cH:33][cH:34][cH:35][cH:36][cH:37]1)[c:38]1[cH:39][cH:40][cH:41][cH:42][cH:43]1.[N+:1](=[O:2])([O-:3])[c:4]1[cH:5][c:6]([CH:7]=[O:8])[cH:9][cH:10][cH:11]1>>[N+:1](=[O:2])([O-:3])[c:4]1[cH:5][c:6]([CH:7]=[CH2:12])[cH:9][cH:10][cH:11]1. Yields the product C=Cc1cccc([N+](=O)[O-])c1. The reactants are [Br-], [Li]CCCC, CCCCCC, C[P+](c1ccccc1)(c1ccccc1)c1ccccc1, O=Cc1cccc([N+](=O)[O-])c1. Reactants: C(#N)C=1C(C(=C(NC1C)C)C(=O)OCCC)C=1C=CC=C2C(C=C(OC12)C)=O (Propyl 5-cyano-2,6-dimethyl-4-(2-methyl-4-oxo-4H-chromen-8-yl)-1,4-dihydropyridine-3-carboxylate), CCCC(C)C.C(C)O (isohexane ethanol), C(C)NCC (diethylamine). Product: C(#N)C=1[C@H](C(=C(NC1C)C)C(=O)OCCC)C=1C=CC=C2C(C=C(OC12)C)=O (Propyl (4S)-5-cyano-2,6-dimethyl-4-(2-methyl-4-oxo-4H-chromen-8-yl)-1,4-dihydropyridine-3-carboxylate). As a reaction SMILES: [C:1]([C:3]1[CH:4]([C:17]2[CH:18]=[CH:19][CH:20]=[C:21]3[C:26]=2[O:25][C:24]([CH3:27])=[CH:23][C:22]3=[O:28])[C:5]([C:11]([O:13][CH2:14][CH2:15][CH3:16])=[O:12])=[C:6]([CH3:10])[NH:7][C:8]=1[CH3:9])#[N:2].CCCC(C)C.C(O)C.C(NCC)C>>[C:1]([C:3]1[C@@H:4]([C:17]2[CH:18]=[CH:19][CH:20]=[C:21]3[C:26]=2[O:25][C:24]([CH3:27])=[CH:23][C:22]3=[O:28])[C:5]([C:11]([O:13][CH2:14][CH2:15][CH3:16])=[O:12])=[C:6]([CH3:10])[NH:7][C:8]=1[CH3:9])#[N:2] |f:1.2|. Procedure: 430 mg (1.13 mmol) of racemic propyl 5-cyano-2,6-dimethyl-4-(2-methyl-4-oxo-4H-chromen-8-yl)-1,4-dihydropyridine-3-carboxylate (example 4) are separated into the enantiomers by preparative HPLC on a chiral phase [column: Chiralpak AD-H, 250 mm×4.6 mm; eluent: isohexane/ethanol 3:1 (v/v)+0.2% diethylamine; flow rate: 1 ml/min; UV detection: 220 nm]: Reactants: C12C(C3CC(CC(C1)C3)C2)=O (2-adamantanone), C(C1=CC=CC=C1)Cl (benzyl chloride), [Mg] (magnesium). Run in CCOCC (ether), CCOCC (ether). Run at time 18 hour. Yields the product C(C1=CC=CC=C1)[Mg]Cl (Benzylmagnesium chloride), C1(=CC=CC=C1)C=C1C2CC3CC(CC1C3)C2 (2-(phenyl-methylene)-tricyclo[3.3.1.13,7 ]decane). As a reaction SMILES: [CH2:1]([Cl:8])[C:2]1[CH:7]=[CH:6][CH:5]=[CH:4][CH:3]=1.[Mg:9].[CH:10]12[CH2:19][CH:14]3[CH2:15][CH:16]([CH2:18][CH:12]([CH2:13]3)[C:11]1=O)[CH2:17]2>CCOCC>[CH2:11]([Mg:9][Cl:8])[C:10]1[CH:19]=[CH:14][CH:15]=[CH:16][CH:17]=1.[C:2]1([CH:1]=[C:11]2[CH:12]3[CH2:18][CH:16]4[CH2:15][CH:14]([CH2:19][CH:10]2[CH2:17]4)[CH2:13]3)[CH:7]=[CH:6][CH:5]=[CH:4][CH:3]=1. Procedure details: Benzylmagnesium chloride was prepared by reacting benzyl chloride (37.0 ml, 0.320 mol) with magnesium turnings (8.50 g, 0.350 mol) in 125 ml anhydrous ether (under N2). Then, a solution of 2-adamantanone (24.03 g, 0.160 mol) in 250 ml anhydrous ether was added gradually over a period of 60 minutes. The resulting suspension was stirred at room temperature for 18 hours, and then quenched by cautious addition of 250 ml 2N hydrochloric acid. The organic layer was separated, washed with water, then d...